From a dataset of the Open Reaction Database (ORD), a public repository of structured organic reaction records. describe an organic reaction: reactants, conditions, products, and yield The reactants are N1(C=NC=C1)CC1=CC=C(C=C1)C1=C(C=CC(=C1)CC(C)C)S(=O)(=O)NC(C)(C)C (2-(4-imidazol-1-ylmethylphenyl)-4-iso-butyl-N-tert-butylbenzene-sulfonamide), N1(C=NC=C1)CC1=CC=C(C=C1)C1=C(C=CC(=C1)CC(C)C)S(=O)(=O)N (2-(4-Imidazol-1-ylmethylphenyl)-4-iso-butylbenzene-sulfonamide), N1(CCCC1)C1=NC=CC=C1 (Pyrrolidinopyridine), ClC(=O)OCCCC (butyl chloroformate). Solvent: N1=CC=CC=C1 (pyridine). Run at time 30 hour. The product is C(CCC)OC(=O)NS(=O)(=O)C1=C(C=C(C=C1)CC(C)C)C1=CC=C(C=C1)CN1C=NC=C1 (N-Butyloxycarbonyl-2-(4-imidazol-1-ylmethylphenyl)-4-iso-butyl-benzenesulfonamide). The yield is 68.0%. Reaction SMILES: [N:1]1([CH2:6][C:7]2[CH:12]=[CH:11][C:10]([C:13]3[CH:18]=[C:17]([CH2:19][CH:20]([CH3:22])[CH3:21])[CH:16]=[CH:15][C:14]=3[S:23]([NH2:26])(=[O:25])=[O:24])=[CH:9][CH:8]=2)[CH:5]=[CH:4][N:3]=[CH:2]1.N1(C2C=CC=CN=2)CCCC1.Cl[C:39]([O:41][CH2:42][CH2:43][CH2:44][CH3:45])=[O:40].N1(CC2C=CC(C3C=C(CC(C)C)C=CC=3S(NC(C)(C)C)(=O)=O)=CC=2)C=CN=C1>N1C=CC=CC=1>[CH2:42]([O:41][C:39]([NH:26][S:23]([C:14]1[CH:15]=[CH:16][C:17]([CH2:19][CH:20]([CH3:22])[CH3:21])=[CH:18][C:13]=1[C:10]1[CH:9]=[CH:8][C:7]([CH2:6][N:1]2[CH:5]=[CH:4][N:3]=[CH:2]2)=[CH:12][CH:11]=1)(=[O:24])=[O:25])=[O:40])[CH2:43][CH2:44][CH3:45]. Procedure details: The crude product from step (d) above was dissolved in pyridine (2 mL, dried over 4 Å molecular sieve). Pyrrolidinopyridine (36 mg, 0.024 mmol) and butyl chloroformate (276 μL, 2.23 mmol) were added to the mixture, which was then stirred for 30 h under N2 (g) at room temperature. The solvent was removed in vacuo and then co-evaporated with acetonitrile. Purification using column chromatography with CHCl3: MeOH (10:1) as eluent yielded the title compound (66.7 mg, 0.142 mmol) in 68% yield (from 2... The reactants are O=[N+]([O-])c1cc(Br)ccc1F, CCN(C(C)C)C(C)C, Cl, NCCOC(F)(F)F. Yields the product O=[N+]([O-])c1cc(Br)ccc1NCCOC(F)(F)F. RXN SMILES: [Br:10][c:11]1[cH:12][c:13]([N+:18](=[O:19])[O-:20])[c:14]([F:17])[cH:15][cH:16]1.[CH:21]([N:22]([CH2:23][CH3:24])[CH:25]([CH3:26])[CH3:27])([CH3:28])[CH3:29].[ClH:1].[F:2][C:3]([O:4][CH2:5][CH2:6][NH2:7])([F:8])[F:9]>>[F:2][C:3]([O:4][CH2:5][CH2:6][NH:7][c:14]1[c:13]([N+:18](=[O:19])[O-:20])[cH:12][c:11]([Br:10])[cH:16][cH:15]1)([F:8])[F:9]. The reactants are C1=CC=C2C=CC=C3C4=CC=CC5=CC=CC(C1=C23)=C45 (perylene), BrN1C(CCC1=O)=O (N-bromosuccinimide). The solvent is ClCCl (dichloromethane). Run at time 5 minute. Yields the product [Br-].C1=CC=C2C=CC=C3C4=CC=CC5=CC=CC(C1=C23)=C45 (Perylene Bromide). Isolated yield 90.0%. Reaction SMILES: [CH:1]1[C:18]2=[C:19]3[C:8]([C:9]4[C:20]5[C:13](=[CH:14][CH:15]=[CH:16][C:17]2=5)[CH:12]=[CH:11][CH:10]=4)=[CH:7][CH:6]=[CH:5][C:4]3=[CH:3][CH:2]=1.[Br:21]N1C(=O)CCC1=O>ClCCl>[Br-:21].[CH:16]1[C:17]2=[C:20]3[C:9]([C:8]4[C:19]5[C:4](=[CH:3][CH:2]=[CH:1][C:18]2=5)[CH:5]=[CH:6][CH:7]=4)=[CH:10][CH:11]=[CH:12][C:13]3=[CH:14][CH:15]=1 |f:3.4|. Procedure details: After 3.0 g (11 mmol) of perylene was dissolved in 700 mL of dichloromethane, the solution was stirred for 5 minutes. To the solution, 2.11 g (12 mmol, 1.1 eq) of N-bromosuccinimide was dropwise added slowly at room temperature, followed by stirring overnight. The reaction solution was purified by silica gel column chromatography using a developing solvent adjusted to dichloromethane:hexane=1:1 to remove N-bromosuccinimide. After the solvent was concentrated, yellow crystals (yield 90%) were obt...